The task is: describe an organic reaction: reactants, conditions, products, and yield. This data is from the Open Reaction Database (ORD), a public repository of structured organic reaction records. Starting materials: ClC=1C=C(C=CC1Cl)C1(CCC1)C#N (1-(3,4-Dichlorophenyl)cyclobutanecarbonitrile), C(CC=C)[Mg]Br (3-butenylmagnesium bromide), [BH4-].[Na+] (sodium borohydride), CCOCC (ether). Run in C1(=CC=CC=C1)C (toluene), C(C)O (ethanol), O (water). The product is ClC=1C=C(C=CC1Cl)C1(CCC1)C(CCC=C)N (1-[1-(3,4-dichlorophenyl)cyclobutyl]pent-4-enylamine). RXN SMILES: [Cl:1][C:2]1[CH:3]=[C:4]([C:9]2([C:13]#[N:14])[CH2:12][CH2:11][CH2:10]2)[CH:5]=[CH:6][C:7]=1[Cl:8].[CH2:15]([Mg]Br)[CH2:16][CH:17]=[CH2:18].CCOCC.[BH4-].[Na+]>C(O)C.O.C1(C)C=CC=CC=1>[Cl:1][C:2]1[CH:3]=[C:4]([C:9]2([CH:13]([NH2:14])[CH2:18][CH2:17][CH:16]=[CH2:15])[CH2:12][CH2:11][CH2:10]2)[CH:5]=[CH:6][C:7]=1[Cl:8] |f:3.4|. Procedure details: 1-(3,4-Dichlorophenyl)cyclobutanecarbonitrile (13 g) was added to a solution of 3-butenylmagnesium bromide [prepared from 4-bromobut-1-ene (10.6 g), magnesium (2 g) and ether (65 ml)]. The ether was replaced by toluene (60 ml) and the mixture heated for 21/2 hours. The mixture was then added to a solution of sodium borohydride (4.4 g) in ethanol (200 ml). The mixture was heated under reflux for one hour, cooled, added to water and the resulting mixture extracted with ether. The extract yielded 1... Starting materials: [Cl-].[NH4+] (ammonium chloride), C1(=CC(=CC=C1)N1C=NC2=C1C=CC(=C2)C(=O)OC(C)C)C2=CC=CC=C2 (1-(3-biphenylyl)-5-isopropoxycarbonylbenzimidazole), [H-].C(C(C)C)[Al+]CC(C)C (diisobutylaluminum hydride), solution. Solvent: C1(=CC=CC=C1)C (toluene), C1(=CC=CC=C1)C (toluene). Reaction conditions: time 1.5 hour. Yields the product C1(=CC(=CC=C1)N1C=NC2=C1C=CC(=C2)CO)C2=CC=CC=C2 (1-(3-biphenylyl)-5-hydroxymethylbenzimidazole). As a reaction SMILES: [C:1]1([C:22]2[CH:27]=[CH:26][CH:25]=[CH:24][CH:23]=2)[CH:6]=[CH:5][CH:4]=[C:3]([N:7]2[C:11]3[CH:12]=[CH:13][C:14]([C:16](OC(C)C)=[O:17])=[CH:15][C:10]=3[N:9]=[CH:8]2)[CH:2]=1.[H-].C([Al+]CC(C)C)C(C)C.[Cl-].[NH4+]>C1(C)C=CC=CC=1>[C:1]1([C:22]2[CH:23]=[CH:24][CH:25]=[CH:26][CH:27]=2)[CH:6]=[CH:5][CH:4]=[C:3]([N:7]2[C:11]3[CH:12]=[CH:13][C:14]([CH2:16][OH:17])=[CH:15][C:10]=3[N:9]=[CH:8]2)[CH:2]=1 |f:1.2,3.4|. Procedure: To a solution of 1-(3-biphenylyl)-5-isopropoxycarbonylbenzimidazole (0.52 g, 1.6 mmol) in dry toluene (5 ml) under nitrogen at a temperature of -70° C. was added diisobutylaluminum hydride (1.1 ml of an 1.5M solution in toluene). After 1.5 h at -70° the reaction mixture was allowed to reach room temperature and was then poured in a slurry of 2M aqueous ammonium chloride and ice. After extractive workup with toluene the product was purified by chromatography on silica gel. Yield: 60 mg, 0.2 mmol,... The reactants are C(C)(=O)OCC (ethyl acetate), COC(C1=C(C=C(C=C1Cl)Cl)CBr)=O (2-Bromomethyl-4,6-dichloro-benzoic acid methyl ester), ClC1=CC=C(C=C1)[C@H](C)N ((S)-1-(4-chloro-phenyl)-ethyl amine), C(=O)([O-])[O-].[K+].[K+] (K2CO3). The solvent is C1(=CC=CC=C1)C (toluene), CCCCCC (hexane). Conditions: temperature 100 celsius, time 2 hour. The product is ClC=1C=C2CN(C(C2=C(C1)Cl)=O)[C@@H](C)C1=CC=C(C=C1)Cl ((S)-5,7-dichloro-2-[1-(4-chloro-phenyl)-ethyl]-2,3-dihydro-isoindol-1-one). The yield is 34.5%. Reaction SMILES: CO[C:3](=[O:14])[C:4]1[C:9]([Cl:10])=[CH:8][C:7]([Cl:11])=[CH:6][C:5]=1[CH2:12]Br.[Cl:15][C:16]1[CH:21]=[CH:20][C:19]([C@@H:22]([NH2:24])[CH3:23])=[CH:18][CH:17]=1.C([O-])([O-])=O.[K+].[K+].C(OCC)(=O)C>C1(C)C=CC=CC=1.CCCCCC>[Cl:11][C:7]1[CH:6]=[C:5]2[C:4](=[C:9]([Cl:10])[CH:8]=1)[C:3](=[O:14])[N:24]([C@H:22]([C:19]1[CH:20]=[CH:21][C:16]([Cl:15])=[CH:17][CH:18]=1)[CH3:23])[CH2:12]2 |f:2.3.4|. Procedure: A mixture of 2-Bromomethyl-4,6-dichloro-benzoic acid methyl ester (0.119 g, 0.4 mmol), (S)-1-(4-chloro-phenyl)-ethyl amine (0.067 mL, 0.48 mmol), and K2CO3 (0.104 g, 0.8 mmol) in toluene (5 mL) was heated with stirring at 100° C. for 2 h. Workup and silica gel column chromatography of the product using 30% ethyl acetate in hexane afforded (S)-5,7-dichloro-2-[1-(4-chloro-phenyl)-ethyl]-2,3-dihydro-isoindol-1-one (0.047 g, 35%). 1H NMR (300 MHz, CDCl3): δ (ppm) 1.64 (d, 3H), 3.94 (d, 1H), 4.26 (d,... The reactants are COc1cc(C(=O)O)ccc1Cc1c[nH]c2ccc(C(=O)NCC(C)CC(F)(F)F)cc12, CCOC(=O)N=NC(=O)OCC, C1CCOC1, OCc1ccccc1, c1ccc(P(c2ccccc2)c2ccccc2)cc1. The product is COc1cc(C(=O)OCc2ccccc2)ccc1Cc1c[nH]c2ccc(C(=O)NCC(C)CC(F)(F)F)cc12. RXN SMILES: [CH3:1][O:2][c:3]1[cH:4][c:5]([C:6](=[O:7])[OH:8])[cH:9][cH:10][c:11]1[CH2:12][c:13]1[cH:14][nH:15][c:16]2[cH:17][cH:18][c:19]([C:22]([NH:23][CH2:24][CH:25]([CH2:26][C:27]([F:28])([F:29])[F:30])[CH3:31])=[O:32])[cH:20][c:21]12.[O:60]=[C:61]([O:62][CH2:63][CH3:64])[N:65]=[N:66][C:67]([O:68][CH2:69][CH3:70])=[O:71].[O:72]1[CH2:73][CH2:74][CH2:75][CH2:76]1.[OH:52][CH2:53][c:54]1[cH:55][cH:56][cH:57][cH:58][cH:59]1.[c:33]1([P:34]([c:35]2[cH:36][cH:37][cH:38][cH:39][cH:40]2)[c:41]2[cH:42][cH:43][cH:44][cH:45][cH:46]2)[cH:47][cH:48][cH:49][cH:50][cH:51]1>>[CH3:1][O:2][c:3]1[cH:4][c:5]([C:6]([O:7][CH2:53][c:54]2[cH:55][cH:56][cH:57][cH:58][cH:59]2)=[O:8])[cH:9][cH:10][c:11]1[CH2:12][c:13]1[cH:14][nH:15][c:16]2[cH:17][cH:18][c:19]([C:22]([NH:23][CH2:24][CH:25]([CH2:26][C:27]([F:28])([F:29])[F:30])[CH3:31])=[O:32])[cH:20][c:21]12. The reactants are [N+](=O)([O-])C=1C=C(C(=O)C2=CC(=C(C=C2)OC)[N+](=O)[O-])C=CC1OC (3,3'-dinitro-4,4'-dimethoxybenzophenone), [H][H] (hydrogen). Reagents/catalysts: [Pd] (palladium/alumina). Solvent: CN(C=O)C (N,N-dimethylformamide). Conditions: temperature 80 celsius. The product is NC=1C=C(C(=O)C2=CC(=C(C=C2)OC)N)C=CC1OC (3,3'-diamino-4,4'-dimethoxybenzophenone). The yield is 39.2%. Reaction SMILES: [N+:1]([C:4]1[CH:5]=[C:6]([CH:20]=[CH:21][C:22]=1[O:23][CH3:24])[C:7]([C:9]1[CH:14]=[CH:13][C:12]([O:15][CH3:16])=[C:11]([N+:17]([O-])=O)[CH:10]=1)=[O:8])([O-])=O.[H][H]>[Pd].CN(C)C=O>[NH2:17][C:11]1[CH:10]=[C:9]([CH:14]=[CH:13][C:12]=1[O:15][CH3:16])[C:7]([C:6]1[CH:20]=[CH:21][C:22]([O:23][CH3:24])=[C:4]([NH2:1])[CH:5]=1)=[O:8]. Procedure details: To a sealed glass reaction vessel equipped with a stirrer, thermometer and reflux condenser, 84 g (0.253 mol) of the above 3,3'-dinitro-4,4'-dimethoxybenzophenone, 420 g of N,N-dimethylformamide and 2.52 g of 5% palladium/alumina catalyst (N.E. Chemcat Co.) were charged and reacted in a hydrogen atmosphere at 45°~55° C. for 3 hours. After finishing the reaction, the catalyst was filtered. The filtrate was heated to 80° C. and then 1275 g of water was added and cooled to temperature to crystalliz...